This data is from the Open Reaction Database (ORD), a public repository of structured organic reaction records. The task is: describe an organic reaction: reactants, conditions, products, and yield Starting materials: Cl (hydrogen chloride), [H-].COCCO[Al+]OCCOC.[Na+].[H-] (sodium bis(2-methoxyethoxy)aluminum hydride), C1(=CC=CC=C1)C1(C(C1)C(=O)N)C(=O)N (1-phenyl-1,2-cyclopropanedicarboxamide), [H-] (hydride), [OH-].[Na+] (sodium hydroxide). Run in CCOCC (ether), C(C)O (ethanol), O (water), C1=CC=CC=C1 (benzene). The product is Cl.C1(=CC=CC=C1)C12CNCC2C1 (Racemic 1-Phenyl-3-azabicyclo[3.1.0]hexane hydrochloride). As a reaction SMILES: [H-].COCCO[Al+]OCCOC.[Na+].[H-].[C:15]1([C:21]2([C:27]([NH2:29])=O)[CH2:23][CH:22]2[C:24](N)=O)[CH:20]=[CH:19][CH:18]=[CH:17][CH:16]=1.[H-].[OH-].[Na+].[ClH:33]>C1C=CC=CC=1.O.C(O)C.CCOCC>[ClH:33].[C:15]1([C:21]23[CH2:23][CH:22]2[CH2:24][NH:29][CH2:27]3)[CH:16]=[CH:17][CH:18]=[CH:19][CH:20]=1 |f:0.1.2.3,6.7,13.14|. Reported procedure: To a stirred solution of 30 ml of sodium bis(2-methoxyethoxy)aluminum hydride (70% benzene solution) is added dropwise a solution of 6.6 g of 1-phenyl-1,2-cyclopropanedicarboxamide (U.S. Pat. No. 3,166,571-Ex. 8) in 400 ml of benzene, during one hour at room temperature under nitrogen. The reaction mixture is then heated at reflux under nitrogen for 90 minutes. The excess hydride reagent is decomposed by the cautious addition of 25 ml of 10 N sodium hydroxide. The mixture is diluted with 200 ml ...